Dataset: the Open Reaction Database (ORD), a public repository of structured organic reaction records. Task: describe an organic reaction: reactants, conditions, products, and yield The reactants are C(OCC1C(COCC2=CC=CC=C2)O1)(OC=1C(=C2CCC(OC2=C(C1C)C)(CCCC(CCCC(CCCC(C)C)C)C)C)C)=O (4-benzyloxy-2,3-epoxybutyl 2,5,7,8-tetramethyl-2-(4',8', 12'-trimethyltridecyl)-6-chromanyl carbonate), [H][H] (hydrogen), C(C)O (ethanol), [H][H] (hydrogen). Reagents/catalysts: [C].[Pd] (palladium carbon). Solvent: C(C)(=O)O (acetic acid). Yields the product C(OCC1C(CO)O1)(OC=1C(=C2CCC(OC2=C(C1C)C)(CCCC(CCCC(CCCC(C)C)C)C)C)C)=O (2,3-epoxy-4-hydroxybutyl 2,5,7,8-tetramethyl-2-(4',8',12'-trimethyl-tridecyl)-6-chromanyl carbonate). Isolated yield 80.2%. As a reaction SMILES: [C:1](=[O:47])([O:16][C:17]1[C:18]([CH3:46])=[C:19]2[C:24](=[C:25]([CH3:28])[C:26]=1[CH3:27])[O:23][C:22]([CH3:45])([CH2:29][CH2:30][CH2:31][CH:32]([CH3:44])[CH2:33][CH2:34][CH2:35][CH:36]([CH3:43])[CH2:37][CH2:38][CH2:39][CH:40]([CH3:42])[CH3:41])[CH2:21][CH2:20]2)[O:2][CH2:3][CH:4]1[O:15][CH:5]1[CH2:6][O:7]CC1C=CC=CC=1.C(O)C.[H][H]>[C].[Pd].C(O)(=O)C>[C:1](=[O:47])([O:16][C:17]1[C:18]([CH3:46])=[C:19]2[C:24](=[C:25]([CH3:28])[C:26]=1[CH3:27])[O:23][C:22]([CH3:45])([CH2:29][CH2:30][CH2:31][CH:32]([CH3:44])[CH2:33][CH2:34][CH2:35][CH:36]([CH3:43])[CH2:37][CH2:38][CH2:39][CH:40]([CH3:41])[CH3:42])[CH2:21][CH2:20]2)[O:2][CH2:3][CH:4]1[O:15][CH:5]1[CH2:6][OH:7] |f:3.4|. Procedure details: A mixture comprising 6.5 g (0.01 mol) of 4-benzyloxy-2,3-epoxybutyl 2,5,7,8-tetramethyl-2-(4',8', 12'-trimethyltridecyl)-6-chromanyl carbonate, 1 g of 5% palladium carbon, 150 ml of ethanol and 5 ml of acetic acid was catalytically reduced with hydrogen at an initial pressure of 4 kg/cm2 until no hydrogen was absorbed any more (approximately 6 hours). After filtering off the catalyst, the filtrate was concentrated to thereby reduce the amount to 1/3, poured into water and extracted with ether. T... Starting materials: FC[C@H]1CN(CC1)[C@H](COC(C1=CC=CC=C1)(C1=CC=CC=C1)C1=CC=CC=C1)C ((R)-3-(fluoromethyl)-1-((S)-1-(trityloxy)propan-2-yl)pyrrolidine). Solvent: C(=O)O.C(C)OCC (formic acid diethyl ether). Run at time 8 hour. Product: FC[C@H]1CN(CC1)[C@H](CO)C ((S)-2-((R)-3-(fluoromethyl)pyrrolidin-1-yl)propan-1-ol). The yield is 51.4%. Reaction SMILES: [F:1][CH2:2][C@@H:3]1[CH2:7][CH2:6][N:5]([C@@H:8]([CH3:30])[CH2:9][O:10]C(C2C=CC=CC=2)(C2C=CC=CC=2)C2C=CC=CC=2)[CH2:4]1>C(O)=O.C(OCC)C>[F:1][CH2:2][C@@H:3]1[CH2:7][CH2:6][N:5]([C@@H:8]([CH3:30])[CH2:9][OH:10])[CH2:4]1 |f:1.2|. Reported procedure: A mixture of (R)-3-(fluoromethyl)-1-((S)-1-(trityloxy)propan-2-yl)pyrrolidine (19.0 g, 47.1 mmol) and formic acid/diethyl ether (4:1, 189 mL) was stirred at room temperature for 8 h. This reaction mixture was concentrated on a rotary evaporator. The residue was dissolved in DCM, washed with sat'd aqueous K2CO3, and washed with brine. Organic layer was dried over Na2SO4, filtered, and concentrated to give the crude product that was purified by silica gel chromatography (10:7 ethyl acetate/hexanes... The reactants are N1N=NN=C1 (tetrazole), [H-].[Na+] (NaH), C[Si](C)(C)CCOCCl (trimethylsilylethoxymethylchloride). Solvent: CN(C)C=O (DMF), CN(C)C=O (DMF). Conditions: time 30 minute. Product: C[Si](C)(C)CCOCC1=NN=NN1 (trimethylsilylethoxymethyltetrazole). As a reaction SMILES: [H-].[Na+].[NH:3]1[CH:7]=[N:6][N:5]=[N:4]1.[CH3:8][Si:9]([CH2:12][CH2:13][O:14][CH2:15]Cl)([CH3:11])[CH3:10]>CN(C=O)C>[CH3:8][Si:9]([CH2:12][CH2:13][O:14][CH2:15][C:7]1[NH:6][N:5]=[N:4][N:3]=1)([CH3:11])[CH3:10] |f:0.1|. Reported procedure: To a Suspension of 1.1 mmol NaH in 5 mL DMF at 0° C. was added a solution of 1.0 mmol tetrazole in 2 mL DMF. After 30 min, trimethylsilylethoxymethylchloride was added and the mixture stirred for 16 h. Extraction and chromatography provided trimethylsilylethoxymethyltetrazole as an oil. The reactants are ClC1=C(C=C(N)C=C1)C1=NC=CC=C1 (4-chloro-3-(pyridin-2-yl)aniline), S1N=NC2=C1C=CC(=C2)C(=O)O (benzo-1,2,3-thiadiazole-5-carboxylic acid). Product: ClC1=C(C=C(C=C1)NC(=O)C=1C=CC2=C(N=NS2)C1)C1=NC=CC=C1 (N-(4-chloro-3-(pyridin-2-yl)phenyl)benzo[d][1,2,3]thiadiazole-5-carboxamide). RXN SMILES: [Cl:1][C:2]1[CH:8]=[CH:7][C:5]([NH2:6])=[CH:4][C:3]=1[C:9]1[CH:14]=[CH:13][CH:12]=[CH:11][N:10]=1.[S:15]1[C:19]2[CH:20]=[CH:21][C:22]([C:24](O)=[O:25])=[CH:23][C:18]=2[N:17]=[N:16]1>>[Cl:1][C:2]1[CH:8]=[CH:7][C:5]([NH:6][C:24]([C:22]2[CH:21]=[CH:20][C:19]3[S:15][N:16]=[N:17][C:18]=3[CH:23]=2)=[O:25])=[CH:4][C:3]=1[C:9]1[CH:14]=[CH:13][CH:12]=[CH:11][N:10]=1. Procedure details: 50 mg of 4-chloro-3-(pyridin-2-yl)aniline was coupled to benzo-1,2,3-thiadiazole-5-carboxylic acid via Procedure G. The crude product was purified via reverse phase HPLC to yield N-(4-chloro-3-(pyridin-2-yl)phenyl)benzo[d][1,2,3]thiadiazole-5-carboxamide. MS (Q1) 367 (M)+.